This data is from the Open Reaction Database (ORD), a public repository of structured organic reaction records. The task is: describe an organic reaction: reactants, conditions, products, and yield Reactants: CSc1ncnc2ccncc12, CCO, NCc1ccccc1. Product: c1ccc(CNc2ncnc3ccncc23)cc1. Reaction SMILES: [CH3:1][S:2][c:3]1[c:4]2[c:5]([n:6][cH:7][n:8]1)[cH:9][cH:10][n:11][cH:12]2.[CH3:21][CH2:22][OH:23].[NH2:13][CH2:14][c:15]1[cH:16][cH:17][cH:18][cH:19][cH:20]1>>[c:3]1([NH:13][CH2:14][c:15]2[cH:16][cH:17][cH:18][cH:19][cH:20]2)[c:4]2[c:5]([n:6][cH:7][n:8]1)[cH:9][cH:10][n:11][cH:12]2. The reactants are C#CCN(C)C, Cn1cc(C(=O)NCc2ccc(Cl)cc2)c(=O)c2cc(CN3CCOCC3)cc(I)c21, [Cu]I, CN(C)C=O, Cl[Pd]Cl, c1ccc(P(c2ccccc2)c2ccccc2)cc1, c1ccc(P(c2ccccc2)c2ccccc2)cc1. Yields the product CN(C)CC#Cc1cc(CN2CCOCC2)cc2c(=O)c(C(=O)NCc3ccc(Cl)cc3)cn(C)c12. As a reaction SMILES: [CH3:32][N:33]([CH2:34][C:35]#[CH:36])[CH3:37].[Cl:1][c:2]1[cH:3][cH:4][c:5]([CH2:6][NH:7][C:8](=[O:9])[c:10]2[cH:11][n:12]([CH3:29])[c:13]3[c:14]([I:28])[cH:15][c:16]([CH2:21][N:22]4[CH2:23][CH2:24][O:25][CH2:26][CH2:27]4)[cH:17][c:18]3[c:19]2=[O:20])[cH:30][cH:31]1.[Cu:79][I:80].[O:81]=[CH:82][N:83]([CH3:84])[CH3:85].[Pd:38]([Cl:39])[Cl:40].[c:41]1([P:42]([c:43]2[cH:44][cH:45][cH:46][cH:47][cH:48]2)[c:49]2[cH:50][cH:51][cH:52][cH:53][cH:54]2)[cH:55][cH:56][cH:57][cH:58][cH:59]1.[c:60]1([P:61]([c:62]2[cH:63][cH:64][cH:65][cH:66][cH:67]2)[c:68]2[cH:69][cH:70][cH:71][cH:72][cH:73]2)[cH:74][cH:75][cH:76][cH:77][cH:78]1>>[Cl:1][c:2]1[cH:3][cH:4][c:5]([CH2:6][NH:7][C:8](=[O:9])[c:10]2[cH:11][n:12]([CH3:29])[c:13]3[c:14]([C:36]#[C:35][CH2:34][N:33]([CH3:32])[CH3:37])[cH:15][c:16]([CH2:21][N:22]4[CH2:23][CH2:24][O:25][CH2:26][CH2:27]4)[cH:17][c:18]3[c:19]2=[O:20])[cH:30][cH:31]1. Reaction SMILES: [C:22](=[O:23])([O-:24])[O-:25].[Cl:1][c:2]1[cH:3][c:4]2[c:9]([cH:10][cH:11]1)[NH:8][C:7](=[O:12])[NH:6][C:5]2([C:13]([F:14])([F:15])[F:16])[C:17]#[C:18][CH:19]1[CH2:20][CH2:21]1.[NH2:28][C:29]([NH2:30])=[S:31].[Na+:26].[Na+:27].[P:32]([Cl:33])([Cl:34])([Cl:35])=[O:36]>>[Cl:1][c:2]1[cH:3][c:4]2[c:9]([cH:10][cH:11]1)[NH:8][C:7](=[S:31])[NH:6][C:5]2([C:13]([F:14])([F:15])[F:16])[C:17]#[C:18][CH:19]1[CH2:20][CH2:21]1. Product: FC(F)(F)C1(C#CC2CC2)NC(=S)Nc2ccc(Cl)cc21. Starting materials: O=C([O-])[O-], O=C1Nc2ccc(Cl)cc2C(C#CC2CC2)(C(F)(F)F)N1, NC(N)=S, [Na+], [Na+], O=P(Cl)(Cl)Cl. The reactants are CN(C(N(C)C)=N)C (Tetramethlguanidine), S(=O)(=O)(OC)OC (dimethyl sulfate). The solvent is CN(C)C=O (DMF). Product: CN(C(N(C)C)=NC)C (Pentamethylguanidine). As a reaction SMILES: [CH3:1][N:2]([CH3:8])[C:3](=[NH:7])[N:4]([CH3:6])[CH3:5].S(OC)(O[CH3:13])(=O)=O>CN(C=O)C>[CH3:1][N:2]([CH3:8])[C:3](=[N:7][CH3:13])[N:4]([CH3:6])[CH3:5]. Reported procedure: Tetramethlguanidine functionalized perfluorinated polymers were further treated with dimethyl sulfate (DMS) in DMF at 90° C. for 24 hr. Pentamethylguanidine functionalized perfluorinated polymer was obtained. Guanidine functionalized perfluorinated polymers was further treated with 1 M NaOH followed by washing with water. Starting materials: O=C([O-])[O-], CN1C2CCC1CC(=O)C2, CN1C2CCNCC1CC2, [N-]=[N+]=[N-], [Na+], [Na+], [Na+], [Na+], [OH-], O=S(=O)(O)O. The product is CN1C2CCC1CC(=O)NC2. RXN SMILES: [C:30](=[O:31])([O-:32])[O-:33].[CH3:16][N:17]1[CH:18]2[CH2:19][CH2:20][CH:21]1[CH2:22][C:23](=[O:24])[CH2:25]2.[CH3:1][N:2]1[CH:3]2[CH2:4][NH:5][CH2:6][CH2:7][CH:8]1[CH2:9][CH2:10]2.[N-:27]=[N+:28]=[N-:29].[Na+:26].[Na+:34].[Na+:35].[Na+:37].[OH-:36].[S:11]([OH:12])(=[O:13])(=[O:14])[OH:15]>>[CH3:1][N:2]1[CH:3]2[CH2:4][NH:5][C:6](=[O:12])[CH2:7][CH:8]1[CH2:9][CH2:10]2.